Dataset: the Open Reaction Database (ORD), a public repository of structured organic reaction records. Task: describe an organic reaction: reactants, conditions, products, and yield Reactants: [N+](=O)([O-])C1=CC=C(C=C1)N1C=NC=2C(=NC=CC21)C#N (1-(4-nitrophenyl)-1H-imidazo[4,5-c]pyridine-4-carbonitrile), [H][H] (hydrogen). The reagents and catalysts are [C].[Pd] (palladium carbon). Solvent: CO (methanol). Yields the product NC1=CC=C(C=C1)N1C=NC=2C(=NC=CC21)C#N (1-(4-Aminophenyl)-1H-imdazo[4,5-c]-pyridine-4-carbonitrile). Isolated yield 30.7%. RXN SMILES: [N+:1]([C:4]1[CH:9]=[CH:8][C:7]([N:10]2[C:18]3[CH:17]=[CH:16][N:15]=[C:14]([C:19]#[N:20])[C:13]=3[N:12]=[CH:11]2)=[CH:6][CH:5]=1)([O-])=O.[H][H]>CO.[C].[Pd]>[NH2:1][C:4]1[CH:5]=[CH:6][C:7]([N:10]2[C:18]3[CH:17]=[CH:16][N:15]=[C:14]([C:19]#[N:20])[C:13]=3[N:12]=[CH:11]2)=[CH:8][CH:9]=1 |f:3.4|. Reported procedure: In 100 mL of methanol, 240 mg (0.9 mmol) of 1-(4-nitrophenyl)-1H-imidazo[4,5-c]pyridine-4-carbonitrile was dissolved, and 170 mg of 10% palladium carbon was added thereto and the mixture solution was refluxed with stirring in a hydrogen atmosphere for one hour. The palladium carbon was removed by Celite filtration and the reaction solution was concentrated under reduced pressure, and the obtained crude product was purified by a silica gel column (dichloromethane:methanol=40:1) to obtain 65 mg (3... Reaction conditions: time 30 minute. Reactants: [H-].[Al+3].[Li+].[H-].[H-].[H-] (lithium aluminum hydride), C(C1=CC=CC=C1)N1CCC(CC1)CCC(C1=CC=C(C=C1)N1CCCC1)=O (1-Benzyl-4-[2-(4-pyrrolidinobenzoyl)ethyl]piperidine), O (water). The product is C(C1=CC=CC=C1)N1CCC(CC1)CCC(C1=CC=C(C=C1)N1CCCC1)O (1-Benzyl-4-[3-hydroxy-3-(4-pyrrolidinophenyl)propyl]piperidine). Procedure details: To a solution (10 mi) of 0.6 g of lithium aluminum hydride (0.6 g) in tetrahydrofuran was added 0.6 g of the 1-benzyl-4-[2-(4-pyrrolidinobenzoyl)ethyl]piperidine synthesized in Example 59 and the mixture was stirred at room temperature for 30 minutes. Then, water was added cautiously thereto for decomposing the excess reagent and the reaction product was then extracted into dichloromethane. The extract was dried over anhydrous sodium sulfate and the solvent was distilled off under reduced pressu... Run in O1CCCC1 (tetrahydrofuran). As a reaction SMILES: [H-].[Al+3].[Li+].[H-].[H-].[H-].[CH2:7]([N:14]1[CH2:19][CH2:18][CH:17]([CH2:20][CH2:21][C:22](=[O:34])[C:23]2[CH:28]=[CH:27][C:26]([N:29]3[CH2:33][CH2:32][CH2:31][CH2:30]3)=[CH:25][CH:24]=2)[CH2:16][CH2:15]1)[C:8]1[CH:13]=[CH:12][CH:11]=[CH:10][CH:9]=1.O>O1CCCC1>[CH2:7]([N:14]1[CH2:15][CH2:16][CH:17]([CH2:20][CH2:21][CH:22]([OH:34])[C:23]2[CH:28]=[CH:27][C:26]([N:29]3[CH2:33][CH2:32][CH2:31][CH2:30]3)=[CH:25][CH:24]=2)[CH2:18][CH2:19]1)[C:8]1[CH:13]=[CH:12][CH:11]=[CH:10][CH:9]=1 |f:0.1.2.3.4.5|. Isolated yield 82.9%.